The task is: describe an organic reaction: reactants, conditions, products, and yield. This data is from the Open Reaction Database (ORD), a public repository of structured organic reaction records. The solvent is C(C)O (ethanol). Procedure: 368 g of 1,6-bis-(cyclohexoxycarbonylamino)-hexane (1 mol) were dissolved in 1.5 l ethanol and heated for two hours at 230° C. in a 3 l autoclave. After cooling, the reaction mixture was separated from the excess ethanol and resultant cyclohexanol in a water jet vacuum. The reaction product was examined by high pressure liquid chromatography (HPLC). A yield of 240 g of 1,6-bis-(ethoxycarbonylamino)-hexane was produced corresponding to a yield of 92% of the theoretical yield. The reactants are C1(CCCCC1)OC(=O)NCCCCCCNC(=O)OC1CCCCC1 (1,6-bis-(cyclohexoxycarbonylamino)-hexane). Reaction conditions: temperature 230 celsius. Yields the product C(C)OC(=O)NCCCCCCNC(=O)OCC (1,6-bis-(ethoxycarbonylamino)-hexane). Reaction SMILES: [CH:1]1([O:7][C:8]([NH:10][CH2:11][CH2:12][CH2:13][CH2:14][CH2:15][CH2:16][NH:17][C:18]([O:20][CH:21]2CCCC[CH2:22]2)=[O:19])=[O:9])CCCC[CH2:2]1>C(O)C>[CH2:21]([O:20][C:18]([NH:17][CH2:16][CH2:15][CH2:14][CH2:13][CH2:12][CH2:11][NH:10][C:8]([O:7][CH2:1][CH3:2])=[O:9])=[O:19])[CH3:22]. Yield: 92.2%. Starting materials: Brc1nccs1, C1COCCO1, CCN(C(C)C)C(C)C, COC(=O)C1CNCC1c1ccc(Cl)cc1. Yields the product COC(=O)C1CN(c2nccs2)CC1c1ccc(Cl)cc1. RXN SMILES: [Br:26][c:27]1[s:28][cH:29][cH:30][n:31]1.[CH2:32]1[O:33][CH2:34][CH2:35][O:36][CH2:37]1.[CH:17]([N:18]([CH2:19][CH3:20])[CH:21]([CH3:22])[CH3:23])([CH3:24])[CH3:25].[Cl:1][c:2]1[cH:3][cH:4][c:5]([CH:8]2[CH:9]([C:13](=[O:14])[O:15][CH3:16])[CH2:10][NH:11][CH2:12]2)[cH:6][cH:7]1>>[Cl:1][c:2]1[cH:3][cH:4][c:5]([CH:8]2[CH:9]([C:13](=[O:14])[O:15][CH3:16])[CH2:10][N:11]([c:27]3[s:28][cH:29][cH:30][n:31]3)[CH2:12]2)[cH:6][cH:7]1. Reactants: C1CCOC1, CCO, [Na+], [OH-], COC(=O)c1ccc(C(=C2CC(C)(C)OC(C)(C)C2)c2ccc(O)cc2)cc1. Product: CC1(C)CC(=C(c2ccc(O)cc2)c2ccc(C(=O)O)cc2)CC(C)(C)O1. RXN SMILES: [CH2:31]1[O:32][CH2:33][CH2:34][CH2:35]1.[CH3:36][CH2:37][OH:38].[Na+:30].[OH-:29].[OH:1][c:2]1[cH:3][cH:4][c:5]([C:8]([c:9]2[cH:10][cH:11][c:12]([C:13](=[O:14])[O:15][CH3:16])[cH:17][cH:18]2)=[C:19]2[CH2:20][C:21]([CH3:27])([CH3:28])[O:22][C:23]([CH3:25])([CH3:26])[CH2:24]2)[cH:6][cH:7]1>>[OH:1][c:2]1[cH:3][cH:4][c:5]([C:8]([c:9]2[cH:10][cH:11][c:12]([C:13](=[O:14])[OH:15])[cH:17][cH:18]2)=[C:19]2[CH2:20][C:21]([CH3:27])([CH3:28])[O:22][C:23]([CH3:25])([CH3:26])[CH2:24]2)[cH:6][cH:7]1. Reactants: ClC1=CC=C(C=C1)C1(CC1)C(=O)N1C[C@H](CC1)NC(OC(C)(C)C)=O (tert-Butyl ((3S)-1-{[1-(4-chlorophenyl)cyclopropyl]carbonyl}pyrrolidin-3-yl)carbamate), Cl (hydrogen chloride), C(C)(C)N(C(C)C)CC (N,N-diisopropylethylamine), ClC=1C(=C(C=CC1)S(=O)(=O)Cl)C (3-chloro-2-methylbenzenesulfonyl chloride), C(C)#N (acetonitrile), C(=O)(C(F)(F)F)O (TFA). The solvent is O1CCOCC1 (1,4-dioxane), CO (methanol). Run at time 1 hour. The product is ClC=1C(=C(C=CC1)S(=O)(=O)N[C@@H]1CN(CC1)C(=O)C1(CC1)C1=CC=C(C=C1)Cl)C (3-Chloro-N-((3S)-1-{[1-(4-chlorophenyl)cyclopropyl]carbonyl}pyrrolidin-3-yl)-2-methylbenzenesulfonamide). As a reaction SMILES: [Cl:1][C:2]1[CH:7]=[CH:6][C:5]([C:8]2([C:11]([N:13]3[CH2:17][CH2:16][C@H:15]([NH:18]C(=O)OC(C)(C)C)[CH2:14]3)=[O:12])[CH2:10][CH2:9]2)=[CH:4][CH:3]=1.Cl.C(#N)C.C(N(CC)C(C)C)(C)C.[Cl:39][C:40]1[C:41]([CH3:50])=[C:42]([S:46](Cl)(=[O:48])=[O:47])[CH:43]=[CH:44][CH:45]=1.C(O)(C(F)(F)F)=O>O1CCOCC1.CO>[Cl:39][C:40]1[C:41]([CH3:50])=[C:42]([S:46]([NH:18][C@H:15]2[CH2:16][CH2:17][N:13]([C:11]([C:8]3([C:5]4[CH:6]=[CH:7][C:2]([Cl:1])=[CH:3][CH:4]=4)[CH2:9][CH2:10]3)=[O:12])[CH2:14]2)(=[O:48])=[O:47])[CH:43]=[CH:44][CH:45]=1. Procedure: tert-Butyl ((3S)-1-{[1-(4-chlorophenyl)cyclopropyl]carbonyl}pyrrolidin-3-yl)carbamate (7.30 mg, 0.0000200 mol) was treated with hydrogen chloride in 1,4-dioxane (4.0 M, 0.50 mL) at rt for 30 minutes. The solvent was evaporated under reduced pressure and acetonitrile (1.0 mL, 0.019 mol) was added. The mixture was then treated with N,N-diisopropylethylamine (20.0 μL, 0.000115 mol), followed by the addition of 3-chloro-2-methylbenzenesulfonyl chloride (4.50 mg, 0.0000200 mol) at rt. The reaction mi... Product: ClC1=C(CCC2=NN=C(S2)C2=CC3=C(NC=N3)C=C2)C=CC=C1OC (5-(5-(2-Chloro-3-methoxyphenethyl)-1,3,4-thiadiazol-2-yl)-1H-benzo[d]imidazole). Procedure details: The compound was synthesized starting from 3-(2-Chlor-3-methoxyphenyl)propionic acid (215 mg; 1 mmol), DCC (206 mg; 1 mmol), Benzimidazol-5-carbohydrazide (176 mg; 1 mmol) and Lawesson's reagent (606 mg; 1.5 mmol) as described in method 2; yield: 0.015 g (4.1%); MS m/z: 371.3 [M+H]+; 1H-NMR (DMSO d6, 400 MHz): δ 3.20-3.24 (m, 2H); 3.42-3.46 (m, 2H); 3.84 (s, 3H); 6.98-7.04 (m, 2H); 7.22-7.26 (m, 1H); 7.78-7.80 (m, 1H); 7.86-7.89 (m, 1H); 8.20 (br s, 1H); 8.72 (s, 1H); HPLC (METHOD [A]): rt 13.13... RXN SMILES: [Cl:1][C:2]1[C:7]([O:8][CH3:9])=[CH:6][CH:5]=[CH:4][C:3]=1[CH2:10][CH2:11][C:12](O)=O.C1CCC(N=C=NC2CCCCC2)CC1.[N:30]1[C:34]2[CH:35]=[CH:36][C:37]([C:39]([NH:41][NH2:42])=O)=[CH:38][C:33]=2[NH:32][CH:31]=1.COC1C=CC(P2(SP(C3C=CC(OC)=CC=3)(=S)S2)=[S:52])=CC=1>>[Cl:1][C:2]1[C:7]([O:8][CH3:9])=[CH:6][CH:5]=[CH:4][C:3]=1[CH2:10][CH2:11][C:12]1[S:52][C:39]([C:37]2[CH:36]=[CH:35][C:34]3[NH:30][CH:31]=[N:32][C:33]=3[CH:38]=2)=[N:41][N:42]=1. The reactants are ClC1=C(C=CC=C1OC)CCC(=O)O (3-(2-Chlor-3-methoxyphenyl)propionic acid), COC=1C=CC(=CC1)P2(=S)SP(=S)(S2)C=3C=CC(=CC3)OC (Lawesson's reagent), C1CCC(CC1)N=C=NC2CCCCC2 (DCC), N1=CNC2=C1C=CC(=C2)C(=O)NN (Benzimidazol-5-carbohydrazide). Starting materials: C(Cl)Cl (CH2Cl2), C(=O)(OC(C)(C)C)NC1=C(C(=CC=C1)Br)F (N-Boc-3-bromo-2-fluoro-aniline), O1C(CCCC1)N1N=CC=C1B1OC(C(O1)(C)C)(C)C (1-(tetrahydro-2H-pyran-2-yl)-5-(4,4,5,5-tetramethyl-1,3,2-dioxaborolan-2-yl)-1H-pyrazole), C([O-])([O-])=O.[Cs+].[Cs+] (cesium carbonate), O1C(CCCC1)N1N=CC=C1B1OC(C(O1)(C)C)(C)C (1-(tetrahydro-2H-pyran-2-yl)-5-(4,4,5,5-tetramethyl-1,3,2-dioxaborolan-2-yl)-1H-pyrazole). Reagents/catalysts: C1=CC=C(C=C1)P([C-]2C=CC=C2)C3=CC=CC=C3.C1=CC=C(C=C1)P([C-]2C=CC=C2)C3=CC=CC=C3.Cl[Pd]Cl.[Fe+2] (Pd(dppf)Cl2). Solvent: COCCOC.O (DME H2O). Run at time 30 minute. The product is C(C)(C)(C)OC(NC1=C(C(=CC=C1)C=1N(N=CC1)C1OCCCC1)F)=O ({2-Fluoro-3-[2-(tetrahydro-pyran-2-yl)-2H-pyrazol-3-yl]-phenyl}-carbamic acid tert-butyl ester). The yield is 152.5%. RXN SMILES: [C:1]([NH:8][C:9]1[CH:14]=[CH:13][CH:12]=[C:11](Br)[C:10]=1[F:16])([O:3][C:4]([CH3:7])([CH3:6])[CH3:5])=[O:2].[O:17]1[CH2:22][CH2:21][CH2:20][CH2:19][CH:18]1[N:23]1[C:27](B2OC(C)(C)C(C)(C)O2)=[CH:26][CH:25]=[N:24]1.C(=O)([O-])[O-].[Cs+].[Cs+].C(Cl)Cl>COCCOC.O.C1C=CC(P(C2C=CC=CC=2)[C-]2C=CC=C2)=CC=1.C1C=CC(P(C2C=CC=CC=2)[C-]2C=CC=C2)=CC=1.Cl[Pd]Cl.[Fe+2]>[C:4]([O:3][C:1](=[O:2])[NH:8][C:9]1[CH:14]=[CH:13][CH:12]=[C:11]([C:27]2[N:23]([CH:18]3[CH2:19][CH2:20][CH2:21][CH2:22][O:17]3)[N:24]=[CH:25][CH:26]=2)[C:10]=1[F:16])([CH3:7])([CH3:6])[CH3:5] |f:2.3.4,6.7,8.9.10.11|. Reported procedure: In a microwave tube N-Boc-3-bromo-2-fluoro-aniline (300 mg, 1.034 mmol) was dissolved in a 9:1 DME/H2O mixture (12 mL) and argon was bubbled through the solution for 10 minutes. 1-(tetrahydro-2H-pyran-2-yl)-5-(4,4,5,5-tetramethyl-1,3,2-dioxaborolan-2-yl)-1H-pyrazole (prepared as described in WO2010/010154) (576 mg, 2.071 mmol, 2 eq) was then added, followed by cesium carbonate (1.0 g, 3 eq) and Pd(dppf)Cl2.CH2Cl2 (84 mg, 14.6 mmol, 0.1 eq) and the reaction mixture was irradiated at 100° C. for 3... Reactants: Cl.CSC1=C(C=CC=C1)NN (1-(2-methylthiophenyl)hydrazine hydrochloride), CCOC(=O)CC1CCCCC1=O (ethyl 2-cyclohexanone acetate). Product: ClC1=CC=C(CN2C3=C(C=CC=C3C=3CCCC(C23)CC(=O)O)SC)C=C1 (9-p-Chlorobenzyl-8-methylthio-1,2,3,4-tetrahydrocarbazol-1-yl-acetic acid). Reaction SMILES: [ClH:1].[CH3:2][S:3][C:4]1[CH:9]=[CH:8][CH:7]=[CH:6][C:5]=1[NH:10]N.CC[O:14][C:15]([CH2:17][CH:18]1[C:23](=O)[CH2:22][CH2:21][CH2:20][CH2:19]1)=[O:16]>>[Cl:1][C:21]1[CH:22]=[CH:23][C:18]([CH2:17][N:10]2[C:19]3[CH:18]([CH2:17][C:15]([OH:14])=[O:16])[CH2:23][CH2:22][CH2:21][C:20]=3[C:6]3[C:5]2=[C:4]([S:3][CH3:2])[CH:9]=[CH:8][CH:7]=3)=[CH:19][CH:20]=1 |f:0.1|. Procedure: Following the procedure of Example 34, but using 1-(2-methylthiophenyl)hydrazine hydrochloride and ethyl 2-cyclohexanone acetate as starting materials, the title compound was prepared. m.p. 141°-142° C. The reactants are C1(CC1)CN1[C@H]2[C@@]3(CC[C@H]([C@H]4[C@@]3(C=3C(=C(C=CC3C2)OC)O4)CC1)S)O (17-cyclopropylmethyl-4,5α-epoxy-14β-hydroxy-3-methoxy-6β-mercaptomorphinan), O1C=C(C=C1)/C=C/C(=O)Cl (trans-3-(3-furyl)acryloyl chloride). Product: C1(CC1)CN1[C@H]2[C@@]3(CC[C@H]([C@H]4[C@@]3(C=3C(=C(C=CC3C2)OC)O4)CC1)SC(\C=C\C1=COC=C1)=O)O (17-cyclopropylmethyl-4,5α-epoxy-14β-hydroxy-3-methoxy-6β-[trans-3-(3-furyl)acryloylthio]morphinan). Yield: 59.0%. As a reaction SMILES: [CH:1]1([CH2:4][N:5]2[CH2:24][CH2:23][C@:12]34[C:13]5[C:14]6[O:22][C@H:11]3[C@H:10]([SH:25])[CH2:9][CH2:8][C@@:7]4([OH:26])[C@H:6]2[CH2:19][C:18]=5[CH:17]=[CH:16][C:15]=6[O:20][CH3:21])[CH2:3][CH2:2]1.[O:27]1[CH:31]=[CH:30][C:29](/[CH:32]=[CH:33]/[C:34](Cl)=[O:35])=[CH:28]1>>[CH:1]1([CH2:4][N:5]2[CH2:24][CH2:23][C@:12]34[C:13]5[C:14]6[O:22][C@H:11]3[C@H:10]([S:25][C:34](=[O:35])/[CH:33]=[CH:32]/[C:29]3[CH:30]=[CH:31][O:27][CH:28]=3)[CH2:9][CH2:8][C@@:7]4([OH:26])[C@H:6]2[CH2:19][C:18]=5[CH:17]=[CH:16][C:15]=6[O:20][CH3:21])[CH2:3][CH2:2]1. Procedure details: The procedure of Example 11 was repeated, except that 17-cyclopropylmethyl-4,5α-epoxy-14β-hydroxy-3-methoxy-6β-mercaptomorphinan(K. Kanematsu, T. Toshiyasu, M. Yoshida., Chem., Pharm. Bull., 38, 1141, (1990)) was used instead of 17-cyclopropylmethyl-4,5α-epoxy-3,14β-dihydroxy-6α-(N-methylamino)morphinan 4 and trans-3-(3-furyl)acryloyl chloride was used instead of 3,4-dichlorophenylacetyl chloride, thereby preparing 17-cyclopropylmethyl-4,5α-epoxy-14β-hydroxy-3-methoxy-6β-[trans-3-(3-furyl)acrylo... Starting materials: O=C([O-])[O-], C=CCBr, COc1ccc(C(=O)c2oc3cccc(O)c3c2C)cc1, CC(C)=O, [K+], [K+]. The product is C=CCOc1cccc2oc(C(=O)c3ccc(OC)cc3)c(C)c12. As a reaction SMILES: [C:22](=[O:23])([O-:24])[O-:25].[CH2:28]([CH:29]=[CH2:30])[Br:31].[CH3:1][O:2][c:3]1[cH:4][cH:5][c:6]([C:7](=[O:8])[c:9]2[o:10][c:11]3[c:12]([c:13]2[CH3:14])[c:15]([OH:19])[cH:16][cH:17][cH:18]3)[cH:20][cH:21]1.[CH3:32][C:33](=[O:34])[CH3:35].[K+:26].[K+:27]>>[CH3:1][O:2][c:3]1[cH:4][cH:5][c:6]([C:7](=[O:8])[c:9]2[o:10][c:11]3[c:12]([c:13]2[CH3:14])[c:15]([O:19][CH2:30][CH:29]=[CH2:28])[cH:16][cH:17][cH:18]3)[cH:20][cH:21]1. Reactants: C(C)OC(CNCCNS(=O)(=O)C=1SC(=NN1)C1=C(C=C(C=C1)Cl)[N+](=O)[O-])=O (N-{2-[5-(4-chloro-2-nitrophenyl)-1,3,4-thiadiazole-2-sulfonylamino]-ethyl}-glycine ethyl ester), C(C1=CC=CC=C1)(C1=CC=CC=C1)OC(=O)NC1=C2N=CN(C2=NC=N1)CC(=O)O ([6-N-(benzhydryloxycarbonyl)-adenin-9-yl]-acetic acid). The product is C(C)OC(CN(C(CN1C2=NC=NC(=C2N=C1)NC(=O)OC(C1=CC=CC=C1)C1=CC=CC=C1)=O)CCNS(=O)(=O)C=1SC(=NN1)C1=C(C=C(C=C1)Cl)[N+](=O)[O-])=O (N-{2-[5-(4-Chloro-2-nitrophenyl)-1,3,4-thiadiazole-2-sulfonylamino]-ethyl}-N-{[6-N-(benzhydryloxycarbonyl)-adenin-9-yl]-acetyl}-glycine ethyl ester). RXN SMILES: [CH2:1]([O:3][C:4](=[O:28])[CH2:5][NH:6][CH2:7][CH2:8][NH:9][S:10]([C:13]1[S:14][C:15]([C:18]2[CH:23]=[CH:22][C:21]([Cl:24])=[CH:20][C:19]=2[N+:25]([O-:27])=[O:26])=[N:16][N:17]=1)(=[O:12])=[O:11])[CH3:2].[CH:29]([O:42][C:43]([NH:45][C:46]1[N:54]=[CH:53][N:52]=[C:51]2[C:47]=1[N:48]=[CH:49][N:50]2[CH2:55][C:56](O)=[O:57])=[O:44])([C:36]1[CH:41]=[CH:40][CH:39]=[CH:38][CH:37]=1)[C:30]1[CH:35]=[CH:34][CH:33]=[CH:32][CH:31]=1>>[CH2:1]([O:3][C:4](=[O:28])[CH2:5][N:6]([CH2:7][CH2:8][NH:9][S:10]([C:13]1[S:14][C:15]([C:18]2[CH:23]=[CH:22][C:21]([Cl:24])=[CH:20][C:19]=2[N+:25]([O-:27])=[O:26])=[N:16][N:17]=1)(=[O:12])=[O:11])[C:56](=[O:57])[CH2:55][N:50]1[CH:49]=[N:48][C:47]2[C:51]1=[N:52][CH:53]=[N:54][C:46]=2[NH:45][C:43]([O:42][CH:29]([C:36]1[CH:41]=[CH:40][CH:39]=[CH:38][CH:37]=1)[C:30]1[CH:35]=[CH:34][CH:33]=[CH:32][CH:31]=1)=[O:44])[CH3:2]. Reported procedure: The title compound was synthesized by the reaction of N-{2-[5-(4-chloro-2-nitrophenyl)-1,3,4-thiadiazole-2-sulfonylamino]-ethyl}-glycine ethyl ester with [6-N-(benzhydryloxycarbonyl)-adenin-9-yl]-acetic acid as per the procedure of example 13. 1H NMR (400 MHz; DMSO-d6) δ 10.90 (s, 0.45H), 10.89 (s, 0.55H), 9.30 (brs, 0.55H), 9.12 (brs, 0.45H), 8.59 (s, 0.45H), 8.58 (s, 0.55H), 8.39 (d, 0.55H), 8.38 (d, 0.45H), 8.34 (s, 0.55H), 8.33 (s, 0.45H), 8.02–7.97 (m, 1H), 7.92 (d, 0.55H), 7.89 (d, 0.45H),...